The task is: describe an organic reaction: reactants, conditions, products, and yield. This data is from the Open Reaction Database (ORD), a public repository of structured organic reaction records. Starting materials: BrC=1C(=CC2=C(C=3N(C4CC2C4)C(=C(N3)C(=O)OC)C(C3=CC=NN3C3OCCCC3)O)C1)F (Methyl 10-bromo-9-fluoro-3-(hydroxy(1-(tetrahydro-2H-pyran-2-yl)-1H-pyrazol-5-yl)methyl)-6,7-dihydro-5H-5,7-methanobenzo[c]imidazo[1,2-a]azepine-2-carboxylate), C[O-].[Na+] (sodium methoxide), C(=O)N (formamide). Yields the product BrC=1C(=CC2=C(C=3N(C4CC2C4)C(=C(N3)C(=O)N)C(C3=CC=NN3C3OCCCC3)O)C1)F (10-bromo-9-fluoro-3-(hydroxy(1-(tetrahydro-2H-pyran-2-yl)-1H-pyrazol-5-yl)methyl)-6,7-dihydro-5H-5,7-methanobenzo[c]imidazo[1,2-a]azepine-2-carboxamide). RXN SMILES: [Br:1][C:2]1[C:3]([F:34])=[CH:4][C:5]2[CH:11]3[CH2:12][CH:9]([CH2:10]3)[N:8]3[C:13]([CH:20]([OH:32])[C:21]4[N:25]([CH:26]5[CH2:31][CH2:30][CH2:29][CH2:28][O:27]5)[N:24]=[CH:23][CH:22]=4)=[C:14]([C:16]([O:18]C)=O)[N:15]=[C:7]3[C:6]=2[CH:33]=1.C[O-].[Na+].C([NH2:40])=O>>[Br:1][C:2]1[C:3]([F:34])=[CH:4][C:5]2[CH:11]3[CH2:10][CH:9]([CH2:12]3)[N:8]3[C:13]([CH:20]([OH:32])[C:21]4[N:25]([CH:26]5[CH2:31][CH2:30][CH2:29][CH2:28][O:27]5)[N:24]=[CH:23][CH:22]=4)=[C:14]([C:16]([NH2:40])=[O:18])[N:15]=[C:7]3[C:6]=2[CH:33]=1 |f:1.2|. Procedure: 10-bromo-9-fluoro-3-(hydroxy(1-(tetrahydro-2H-pyran-2-yl)-1H-pyrazol-5-yl)methyl)-6,7-dihydro-5H-5,7-methanobenzo[c]imidazo[1,2-a]azepine-2-carboxamide was prepared similarly to as described in General Procedure L. Methyl 10-bromo-9-fluoro-3-(hydroxy(1-(tetrahydro-2H-pyran-2-yl)-1H-pyrazol-5-yl)methyl)-6,7-dihydro-5H-5,7-methanobenzo[c]imidazo[1,2-a]azepine-2-carboxylate was reacted with sodium methoxide and formamide to afford the crude title compound which was carried forward without further p... The reactants are [Si](C)(C)(C(C)(C)C)OC[C@H](C)NC(=O)C=1N=C(SC1)N1CC(C1)OS(=O)(=O)C (1-{4-[(1S)-2-(t-butyldimethylsilyloxy)-1-methylethylcarbamoyl]-1,3-thiazol-2-yl}-3-methanesulfonyloxyazetidine), C(C)(=S)[O-].[K+] (potassium thioacetate). Solvent: CN(C=O)C (dimethylformamide). Run at temperature 80 celsius, time 8 hour. The product is C(C)(=O)SC1CN(C1)C=1SC=C(N1)C(N[C@H](CO[Si](C)(C)C(C)(C)C)C)=O (3-acetylthio-1-{4-[(1S)-2-(t-butyldimethylsilyloxy)-1-methylethylcarbamoyl]-1,3-thiazol-2-yl}azetidine). Yield: 66.0%. RXN SMILES: [Si:1]([O:8][CH2:9][C@@H:10]([NH:12][C:13]([C:15]1[N:16]=[C:17]([N:20]2[CH2:23][CH:22](OS(C)(=O)=O)[CH2:21]2)[S:18][CH:19]=1)=[O:14])[CH3:11])([C:4]([CH3:7])([CH3:6])[CH3:5])([CH3:3])[CH3:2].[C:29]([O-:32])(=[S:31])[CH3:30].[K+]>CN(C)C=O>[C:29]([S:31][CH:22]1[CH2:21][N:20]([C:17]2[S:18][CH:19]=[C:15]([C:13](=[O:14])[NH:12][C@@H:10]([CH3:11])[CH2:9][O:8][Si:1]([C:4]([CH3:5])([CH3:7])[CH3:6])([CH3:2])[CH3:3])[N:16]=2)[CH2:23]1)(=[O:32])[CH3:30] |f:1.2|. Procedure: To a solution of 1-{4-[(1S)-2-(t-butyldimethylsilyloxy)-1-methylethylcarbamoyl]-1,3-thiazol-2-yl}-3-methanesulfonyloxyazetidine (1.16 g, 2.50 mmol) (obtained as described in Reference Example 35(5)) in dimethylformamide (60 ml) was added potassium thioacetate (1.71 mg, 15.0 mmol) at room temperature. The mixture was stirred in an oil bath (80° C.) overnight. After checking the completion of the reaction, the reaction mixture was partitioned between ethyl acetate and 10% aqueous sodium chloride s... Reactants: N1=CC=CC=2C(=CC=CC12)C#N (5-quinolinecarbonitrile). The reagents and catalysts are [Ni] (Raney nickel). Run in N (NH3), CCO (EtOH). Reaction conditions: time 19 hour. Product: NCC1=C2C=CC=NC2=CC=C1 (5-(aminomethyl)quinoline). RXN SMILES: [N:1]1[C:10]2[CH:9]=[CH:8][CH:7]=[C:6]([C:11]#[N:12])[C:5]=2[CH:4]=[CH:3][CH:2]=1>N.[Ni].CCO>[NH2:12][CH2:11][C:6]1[CH:7]=[CH:8][CH:9]=[C:10]2[C:5]=1[CH:4]=[CH:3][CH:2]=[N:1]2. Reported procedure: To a solution of 0.1173 g (0.76 mmol) 11 in 10 mL NH3 saturated EtOH was added a 1 mL slurry of Raney nickel (50wt. % in EtOH). After 19 h under H2 at atmospheric pressure, the reaction mixture was diluted with 20 mL EtOH and filtered over celite. The celite was washed with 200 mL EtOH, and the filtrate was concentrated in vacuo. Purification by flash chromatography (20×120 mm silica gel, linear gradient 5-7% (10% NH4OH:MeOH):CH2C2) provided 12. 1H NMR (CDCl3, 400 MHz) δ 8.937 (dd, 1H, J=1.56, 4... Starting materials: C1(=CC=CC=C1)C (toluene), CC1=C(C2=CC(=C3C=CC=C4C=CC(=C1)C2=C43)C#CCO)C (Dimethylhydroxymethyl-9-pyrenylacetylene), [OH-].[Na+] (NaOH), C1(=CC=CC=C1)C (Toluene). Run at temperature 120 celsius. Product: C1(=CC=C2C=CC3=CC=CC4=CC=C1C2=C34)C#C (1-pyrenylethyne). Yield: 58.0%. Reaction SMILES: [CH3:1][C:2]1[CH:15]=[C:14]2[C:16]3=[C:17]4[C:7]([CH:8]=[CH:9][CH:10]=[C:11]4[CH:12]=[CH:13]2)=[C:6](C#CCO)[CH:5]=[C:4]3C=1C.[OH-].[Na+].[C:25]1(C)C=CC=C[CH:26]=1>>[C:6]1([C:25]#[CH:26])[C:5]2[C:12]3=[C:13]4[C:14](=[CH:16][CH:4]=2)[CH:15]=[CH:2][CH:1]=[C:8]4[CH:9]=[CH:10][C:11]3=[CH:17][CH:7]=1 |f:1.2|. Procedure details: 1.5 g (5.28 mmol) of Dimethylhydroxymethyl-9-pyrenylacetylene and 222 mg (5.54 mmol) of NaOH (KISHIDA CHEMICAL CO., Ltd., 0.7 mm granular, 98%) were placed in a 50 mL two-neck flask equipped with a reflux condenser and the air inside the flask was replaced with Ar. 26 mL of toluene was added thereto and the mixture was refluxed at 120° C. for 0.67 hour. Toluene was added to the reaction mixture and the mixture was washed with a saturated aqueous ammonium chloride solution and dried over magnesiu... Starting materials: O[C@@H]1C([C@H](CC1)NC(OCC1=CC=CC=C1)=O)(C)C (benzyl trans-3-hydroxy-2,2-dimethylcyclopentylcarbamate). Reagents/catalysts: [Pd] (palladium on carbon). The solvent is CO (methanol). Conditions: time 2 hour. Yields the product N[C@@H]1C([C@H](CC1)O)(C)C (trans-3-amino-2,2-dimethylcyclopentanol). Isolated yield 100.0%. As a reaction SMILES: [OH:1][C@H:2]1[CH2:6][CH2:5][C@H:4]([NH:7]C(=O)OCC2C=CC=CC=2)[C:3]1([CH3:19])[CH3:18]>[Pd].CO>[NH2:7][C@H:4]1[CH2:5][CH2:6][C@H:2]([OH:1])[C:3]1([CH3:19])[CH3:18]. Procedure: A mixture of benzyl trans-3-hydroxy-2,2-dimethylcyclopentylcarbamate (1.60 g, 6.08 mmol, isomer A from Step 1) and 10% palladium on carbon (0.323 g) in methanol (30 mL) was stirred under hydrogen at 20 psi for 2 h. The mixture was filtered to remove the catalyst. The filtrate was concentrated to give trans-3-amino-2,2-dimethylcyclopentanol (800 mg, 100% yield). 1H NMR (400 MHz, methanol-d4) δ ppm 3.65-3.91 (1H, m), 2.95-3.17 (1H, m), 1.98-2.37 (2H, m), 1.28-1.63 (2H, m), 0.98 (3H, s), 0.84 (3H, ... The reactants are C(C)(=O)N1C[C@H]([C@H](C1)NS(=O)(=O)C1=CC=C(C=C1)OCC1=CC(=NC2=CC=CC=C12)C)C(=O)O (cis-1-acetyl-4-[({4-[(2-methylquinolin-4-yl)methoxy]phenyl}sulfonyl)amino]pyrrolidine-3-carboxylic acid), NO (hydroxylamine). The product is C(C)(=O)N1C[C@H]([C@H](C1)NS(=O)(=O)C1=CC=C(C=C1)OCC1=CC(=NC2=CC=CC=C12)C)C(=O)NO (cis-1-acetyl-N-hydroxy-4-[({4-[(2-methylquinolin-4-yl)methoxy]phenyl}sulfonyl)amino]pyrrolidine-3-carboxamide). The yield is 41.0%. RXN SMILES: [C:1]([N:4]1[CH2:8][C@H:7]([NH:9][S:10]([C:13]2[CH:18]=[CH:17][C:16]([O:19][CH2:20][C:21]3[C:30]4[C:25](=[CH:26][CH:27]=[CH:28][CH:29]=4)[N:24]=[C:23]([CH3:31])[CH:22]=3)=[CH:15][CH:14]=2)(=[O:12])=[O:11])[C@H:6]([C:32]([OH:34])=O)[CH2:5]1)(=[O:3])[CH3:2].[NH2:35][OH:36]>>[C:1]([N:4]1[CH2:8][C@H:7]([NH:9][S:10]([C:13]2[CH:18]=[CH:17][C:16]([O:19][CH2:20][C:21]3[C:30]4[C:25](=[CH:26][CH:27]=[CH:28][CH:29]=4)[N:24]=[C:23]([CH3:31])[CH:22]=3)=[CH:15][CH:14]=2)(=[O:11])=[O:12])[C@H:6]([C:32]([NH:35][OH:36])=[O:34])[CH2:5]1)(=[O:3])[CH3:2]. Procedure: According to the procedure of example 17, Step 5, the reaction of 113.5 mg of cis-1-acetyl-4-[({4-[(2-methylquinolin-4-yl)methoxy]phenyl}sulfonyl)amino]pyrrolidine-3-carboxylic acid with hydroxylamine provided 39 mg (41% yield) of cis-1-acetyl-N-hydroxy-4-[({4-[(2-methylquinolin-4-yl)methoxy]phenyl}sulfonyl)amino]pyrrolidine-3-carboxamide. MS: 499.2 (M+H)+